From a dataset of the Open Reaction Database (ORD), a public repository of structured organic reaction records. describe an organic reaction: reactants, conditions, products, and yield Starting materials: CC(=O)C(C)(C)C (effective_coupling_partner), CC(C)(C)C(=O)Oc1cccc2ccccc12 (substrate). The reagents and catalysts are dcypt. Run at temperature 150 celsius, time 24 hour. The product is CC(C)(C)C(=O)Cc1cccc2ccccc12. Starting materials: ClCCl, [Na+], O=C([O-])O, COC(=O)c1ccc2c(c1)CC1(C2)C(=O)N(COCC[Si](C)(C)C)c2ncccc21. Product: COC(=O)c1ccc2c(c1)CC1(C2)C(=O)Nc2ncccc21. Reaction SMILES: [Cl:31][CH2:32][Cl:33].[Na+:38].[O-:34][C:35]([OH:36])=[O:37].[O:1]=[C:2]1[N:3]([CH2:23][O:24][CH2:25][CH2:26][Si:27]([CH3:28])([CH3:29])[CH3:30])[c:4]2[n:5][cH:6][cH:7][cH:8][c:9]2[C:10]12[CH2:11][c:12]1[cH:13][cH:14][c:15]([C:19](=[O:20])[O:21][CH3:22])[cH:16][c:17]1[CH2:18]2>>[O:1]=[C:2]1[NH:3][c:4]2[n:5][cH:6][cH:7][cH:8][c:9]2[C:10]12[CH2:11][c:12]1[cH:13][cH:14][c:15]([C:19](=[O:20])[O:21][CH3:22])[cH:16][c:17]1[CH2:18]2. Reactants: N#N (N2), COC1=CC=C(C=C1)C(CC)=NO (4′-methoxypropiophenone oxime), C([O-])([O-])=O.[Na+].[Na+] (sodium carbonate). Reagents/catalysts: [Pd] (Pd/C). The solvent is O (water), C(C)(=O)O (acetic acid). The product is COC1=CC=C(C=C1)C(CC)N (1-(4′-Methoxyphenyl)propylamine). Yield: 82.5%. RXN SMILES: N#N.[CH3:3][O:4][C:5]1[CH:10]=[CH:9][C:8]([C:11](=[N:14]O)[CH2:12][CH3:13])=[CH:7][CH:6]=1.C(=O)([O-])[O-].[Na+].[Na+]>C(O)(=O)C.O.[Pd]>[CH3:3][O:4][C:5]1[CH:10]=[CH:9][C:8]([CH:11]([NH2:14])[CH2:12][CH3:13])=[CH:7][CH:6]=1 |f:2.3.4|. Reported procedure: To a N2 flushed solution of 4′-methoxypropiophenone oxime (4 grams, 22.3 mmol) in glacial acetic acid (40 milliliters) was added 0.8 grams of 5% Pd/C. The mixture was treated with 60 psi of H2 in a Parr Type Shaker for 23 hours. The catalyst was filtered off through celite and the filtrate was concentrated to afford a yellow oil. The oil was taken up in water, the pH was adjusted to 12 using a saturated solution of sodium carbonate, and extracted with methylene chloride. The organic extract was ... Starting materials: C(C)C1=C(C=CC2=CC(=CC=C12)C(=O)C1=CC2=C(C=C(C(=C2C=C1)C)OC)C)S(=O)(=O)C1=C(C2=CC=C(C=C2C=C1)C(=O)C1=CC2=C(C=C(C(=C2C=C1)C)OC)C)CC (ethyl 6-[(5,8-dimethyl-6-methoxy-2-naphthyl) carbonyl]-2-naphthylsulfone), Cl (HCl), Cl (HCl), Cl (HCl). Reagents/catalysts: [Zn] (zinc). Run in C(C)(=O)O (acetic acid). Product: C(C)C1=C(C=CC=2CC(C=CC12)=CC1=CC2=C(C=C(C(=C2C=C1)C)OC)C)S(=O)(=O)C1=C(C=2C=CC(CC2C=C1)=CC1=CC2=C(C=C(C(=C2C=C1)C)OC)C)CC (ethyl 6-[(5,8-dimethyl-6-methoxy-2-naphthyl) methylene]-2-naphthylsulfone). The yield is 20.8%. As a reaction SMILES: [CH2:1]([C:3]1[C:12]2[C:7](=[CH:8][C:9]([C:13]([C:15]3[CH:24]=[CH:23][C:22]4[C:17](=[C:18]([CH3:28])[CH:19]=[C:20]([O:26][CH3:27])[C:21]=4[CH3:25])[CH:16]=3)=O)=[CH:10][CH:11]=2)[CH:6]=[CH:5][C:4]=1[S:29]([C:32]1[CH:41]=[CH:40][C:39]2[C:34](=[CH:35][CH:36]=[C:37]([C:42]([C:44]3[CH:53]=[CH:52][C:51]4[C:46](=[C:47]([CH3:57])[CH:48]=[C:49]([O:55][CH3:56])[C:50]=4[CH3:54])[CH:45]=3)=O)[CH:38]=2)[C:33]=1[CH2:58][CH3:59])(=[O:31])=[O:30])[CH3:2].Cl>[Zn].C(O)(=O)C>[CH2:58]([C:33]1[C:34]2[CH:35]=[CH:36][C:37](=[CH:42][C:44]3[CH:53]=[CH:52][C:51]4[C:46](=[C:47]([CH3:57])[CH:48]=[C:49]([O:55][CH3:56])[C:50]=4[CH3:54])[CH:45]=3)[CH2:38][C:39]=2[CH:40]=[CH:41][C:32]=1[S:29]([C:4]1[CH:5]=[CH:6][C:7]2[CH2:8][C:9](=[CH:13][C:15]3[CH:24]=[CH:23][C:22]4[C:17](=[C:18]([CH3:28])[CH:19]=[C:20]([O:26][CH3:27])[C:21]=4[CH3:25])[CH:16]=3)[CH:10]=[CH:11][C:12]=2[C:3]=1[CH2:1][CH3:2])(=[O:30])=[O:31])[CH3:59]. Reported procedure: A suspension of 0.43 g (1 mmole) of ethyl 6-[(5,8-dimethyl-6-methoxy-2-naphthyl) carbonyl]-2-naphthylsulfone, described in Example XIX, 10 cm3 of glacial acetic acid and 0.65 g of zinc powder (10 mmoles), is heated at reflux with stirring. There is then slowly added 0.85 cm3 (10 mmoles) of 12N HCl and reflux is maintained for 1 hour. There is again added 0.85 cm3 of 12N HCl and the mixture is stirred for 1 hour, while letting the reaction mixture cool. After the addition of 20 cm3 of 12N HCl, it... Starting materials: CC1=C(C(=CC=C1)C)O (2,6-dimethylphenol), C(CC)(=O)O (propionic acid), FC(S(=O)(=O)O)(F)F (trifluoromethanesulfonic acid). Run at temperature 80 celsius. The product is CC1=C(C(=CC(=C1)C(CC)=O)C)O (2,6-Dimethyl-4-propionylphenol). Reaction SMILES: [CH3:1][C:2]1[CH:7]=[CH:6][CH:5]=[C:4]([CH3:8])[C:3]=1[OH:9].[C:10](O)(=[O:13])[CH2:11][CH3:12].FC(F)(F)S(O)(=O)=O>>[CH3:1][C:2]1[CH:7]=[C:6]([C:10](=[O:13])[CH2:11][CH3:12])[CH:5]=[C:4]([CH3:8])[C:3]=1[OH:9]. Reported procedure: A mixture of 2,6-dimethylphenol (10.5 g, 85.95 mmol), propionic acid (4.64 mL, 86.81 mmol), and trifluoromethanesulfonic acid (59 g) was heated to 80° C. for 48 h, then poured onto ice. The mixture was extracted with chloroform and this organic phase was washed with aqueous bicarbonate and brine. The organic layer was dried and concentrated to a dark orange oily solid. The residue was kugelrohr distilled at 1.5 mm Hg and the following fractions were collected: 23-105° C. (pot temperature), disca... Starting materials: ClC1=C(C=C(C=C1)NC(=O)NC1=CC=C(C=C1)N1C2=NC=NC(=C2N=C1I)NC)C(F)(F)F (1-(4-chloro-3-(trifluoromethyl)phenyl)-3-[4-(8-iodo-6-(methylamino)purin-9-yl)phenyl]urea), COCCO (2-methoxyethanol). Yields the product ClC1=C(C=C(C=C1)NC(=O)NC1=CC=C(C=C1)N1C2=NC=NC(=C2N=C1OCCOC)NC)C(F)(F)F (1-(4-Chloro-3-(trifluoromethyl)phenyl)-3-[4-[8-(2-methoxy-ethoxy)-6-(methylamino)purin-9-yl]phenyl]urea). RXN SMILES: [Cl:1][C:2]1[CH:7]=[CH:6][C:5]([NH:8][C:9]([NH:11][C:12]2[CH:17]=[CH:16][C:15]([N:18]3[C:26](I)=[N:25][C:24]4[C:19]3=[N:20][CH:21]=[N:22][C:23]=4[NH:28][CH3:29])=[CH:14][CH:13]=2)=[O:10])=[CH:4][C:3]=1[C:30]([F:33])([F:32])[F:31].[CH3:34][O:35][CH2:36][CH2:37][OH:38]>>[Cl:1][C:2]1[CH:7]=[CH:6][C:5]([NH:8][C:9]([NH:11][C:12]2[CH:17]=[CH:16][C:15]([N:18]3[C:26]([O:38][CH2:37][CH2:36][O:35][CH3:34])=[N:25][C:24]4[C:19]3=[N:20][CH:21]=[N:22][C:23]=4[NH:28][CH3:29])=[CH:14][CH:13]=2)=[O:10])=[CH:4][C:3]=1[C:30]([F:33])([F:32])[F:31]. Reported procedure: The title compound can be prepared from 1-(4-chloro-3-(trifluoromethyl)phenyl)-3-[4-(8-iodo-6-(methylamino)purin-9-yl)phenyl]urea and 2-methoxyethanol by the same techniques as in Example 136. Conditions: temperature 0 celsius, time 15 minute. RXN SMILES: [F:1][C:2]1[CH:3]=[C:4]([C:9]2[N:14]=[C:13]3[C:15]([CH2:18][NH:19][C:20](=[O:23])[O:21][CH3:22])=[CH:16][O:17][C:12]3=[CH:11][CH:10]=2)[CH:5]=[C:6]([F:8])[CH:7]=1.FC1C=C(C2N=C3C(CC(O)=O)=COC3=CC=2)C=C(F)C=1.C(Cl)(=O)C(Cl)=O.[N-]=[N+]=[N-].[Na+].B(Cl)(Cl)Cl>C(Cl)Cl.CO.CN(C=O)C>[NH4+:14].[OH-:17].[F:1][C:2]1[CH:3]=[C:4]([C:9]2[N:14]=[C:13]3[C:15]([CH2:18][NH:19][C:20](=[O:23])[O:21][CH3:22])=[CH:16][O:17][C:12]3=[CH:11][CH:10]=2)[CH:5]=[C:6]([F:8])[CH:7]=1 |f:3.4,9.10|. Solvent: C(Cl)Cl (CH2Cl2), CO (MeOH), CO (MeOH), CN(C)C=O (DMF), C(Cl)Cl (CH2Cl2), C(Cl)Cl (CH2Cl2). Yields the product [NH4+].[OH-] (NH4OH), FC=1C=C(C=C(C1)F)C1=CC=C2C(=N1)C(=CO2)CNC(OC)=O (methyl (5-(3,5-difluorophenyl)furo[3,2-b]pyridin-3-yl)methylcarbamate). Starting materials: C(C(=O)Cl)(=O)Cl (oxalyl chloride), [N-]=[N+]=[N-].[Na+] (sodium azide), FC=1C=C(C=C(C1)F)C1=CC=C2C(=N1)C(=CO2)CNC(OC)=O (methyl (5-(3,5-difluorophenyl)furo[3,2-b]pyridin-3-yl)methylcarbamate), FC=1C=C(C=C(C1)F)C1=CC=C2C(=N1)C(=CO2)CC(=O)O (2-(5-(3,5-difluorophenyl)furo[3,2-b]pyridin-3-yl)acetic acid), B(Cl)(Cl)Cl (boron trichloride). Procedure details: methyl (5-(3,5-difluorophenyl)furo[3,2-b]pyridin-3-yl)methylcarbamate. To a flask under N2 charged with 2-(5-(3,5-difluorophenyl)furo[3,2-b]pyridin-3-yl)acetic acid (1.033 g, 3.57 mmol) was added anhydrous CH2Cl2 (40 mL). The heterogeneous solution was cooled to 0° C. and oxalyl chloride (1.6 mL, 17.8 mmol) was added, followed by a catalytic amount of DMF. The solution was warmed to rt and maintained for 1 h. The solution was concentrated, then taken up in anhydrous acetone and added to a stirri... Isolated yield 60.0%. Reactants: ClC1=C(NC(=C1Cl)C)C(=O)NC1CCN(CC1)C=1SC(=C(N1)O)C#N (3,4-Dichloro-N-[1-(5-cyano-4-hydroxy-1,3-thiazol-2-yl)piperidin-4-yl]-5-methyl-1H-pyrrole-2-carboxamide), ClC1=C(NC(=C1Cl)C#N)C(=O)NC1CCN(CC1)C1=CC(=NC2=CC=CC=C12)C(=O)OC (Methyl 4-(4-{[(3,4-dichloro-5-cyano-1H-pyrrol-2-yl)carbonyl]amino}piperidin-1-yl)quinoline-2-carboxylate). Product: ClC1=C(NC(=C1Cl)C#N)C(=O)NC1CCN(CC1)C1=CC(=NC2=CC=CC=C12)C(=O)O (4-(4-[{(3,4-Dichloro-5-cyano-1H-pyrrol-2-yl)carbonyl]amino}piperidin-1-yl)quinoline-2-carboxylic acid). RXN SMILES: ClC1C(Cl)=C(C)NC=1C(NC1CCN(C2SC(C#N)=C(O)N=2)CC1)=O.[Cl:26][C:27]1[C:31]([Cl:32])=[C:30]([C:33]#[N:34])[NH:29][C:28]=1[C:35]([NH:37][CH:38]1[CH2:43][CH2:42][N:41]([C:44]2[C:53]3[C:48](=[CH:49][CH:50]=[CH:51][CH:52]=3)[N:47]=[C:46]([C:54]([O:56]C)=[O:55])[CH:45]=2)[CH2:40][CH2:39]1)=[O:36]>>[Cl:26][C:27]1[C:31]([Cl:32])=[C:30]([C:33]#[N:34])[NH:29][C:28]=1[C:35]([NH:37][CH:38]1[CH2:43][CH2:42][N:41]([C:44]2[C:53]3[C:48](=[CH:49][CH:50]=[CH:51][CH:52]=3)[N:47]=[C:46]([C:54]([OH:56])=[O:55])[CH:45]=2)[CH2:40][CH2:39]1)=[O:36]. Procedure: The title compound was prepared by an analogous procedure to Intermediate 3 starting with methyl 4-(4-{[(3,4-dichloro-5-cyano-1H-pyrrol-2-yl)carbonyl]amino}piperidin-1-yl)quinoline-2-carboxylate (Example 273) and following the work-up procedure of Example 272. Starting materials: ClC1=CC(=C(C=C1)NCCC(=O)O)[N+](=O)[O-] (3-(4-chloro-2-nitrophenylamino)propionic acid), O=P12OP3(=O)OP(=O)(O1)OP(=O)(O2)O3 (phosphorus pentoxide). Run in C1(=CC=CC=C1)C (toluene). The product is ClC=1C=C2C(CCNC2=C(C1)[N+](=O)[O-])=O (6-chloro-2,3-dihydro-8-nitro-4(1H)-quinolinone). Yield: 67.5%. Reaction SMILES: [Cl:1][C:2]1[CH:7]=[CH:6][C:5]([NH:8][CH2:9][CH2:10][C:11]([OH:13])=O)=[C:4]([N+:14]([O-:16])=[O:15])[CH:3]=1.O=P12OP3(OP(OP(O3)(O1)=O)(=O)O2)=O>C1(C)C=CC=CC=1>[Cl:1][C:2]1[CH:7]=[C:6]2[C:5](=[C:4]([N+:14]([O-:16])=[O:15])[CH:3]=1)[NH:8][CH2:9][CH2:10][C:11]2=[O:13]. Reported procedure: Starting from 3-(4-chloro-2-nitrophenylamino)propionic acid (40.0 g), phosphorus pentoxide (70.0 g) and toluene (300 ml), 6-chloro-2,3-dihydro-8-nitro-4(1H)-quinolinone (yield 25.0 g) was obtained in a manner similar to Step 1 of Example 1.